This data is from the Open Reaction Database (ORD), a public repository of structured organic reaction records. The task is: describe an organic reaction: reactants, conditions, products, and yield Starting materials: CC1(OC2=C(C1)C(=C(C(=C2C)C)N)C)CN2CCNCC2 (2,3-dihydro-2,4,6,7-tetramethyl-2-[(1-piperazinyl)methyl]-5-benzofuranamine), ClC1=CC=C(C(=O)O)C=C1 (4-chlorobenzoic acid). Product: ClC1=CC=C(C(=O)N2CCN(CC2)CC2(OC3=C(C2)C(=C(C(=C3C)C)N)C)C)C=C1 (2-[[4-(4-Chlorobenzoyl)-1-piperazinyl]methyl]-2,3-dihydro-2,4,6,7-tetramethyl-5-benzofuranamine). Yield: 64.0%. As a reaction SMILES: [CH3:1][C:2]1([CH2:15][N:16]2[CH2:21][CH2:20][NH:19][CH2:18][CH2:17]2)[CH2:6][C:5]2[C:7]([CH3:14])=[C:8]([NH2:13])[C:9]([CH3:12])=[C:10]([CH3:11])[C:4]=2[O:3]1.[Cl:22][C:23]1[CH:31]=[CH:30][C:26]([C:27](O)=[O:28])=[CH:25][CH:24]=1>>[Cl:22][C:23]1[CH:31]=[CH:30][C:26]([C:27]([N:19]2[CH2:20][CH2:21][N:16]([CH2:15][C:2]3([CH3:1])[CH2:6][C:5]4[C:7]([CH3:14])=[C:8]([NH2:13])[C:9]([CH3:12])=[C:10]([CH3:11])[C:4]=4[O:3]3)[CH2:17][CH2:18]2)=[O:28])=[CH:25][CH:24]=1. Reported procedure: Using 2,3-dihydro-2,4,6,7-tetramethyl-2-[(1-piperazinyl)methyl]-5-benzofuranamine and 4-chlorobenzoic acid, the procedure of Example 10, presented hereinafter, was otherwise followed to provide the title compound. Yield 64%. Starting materials: O1C(OCCC1)C1=CC(=C(C=C1)C=1SC2=NC(=CC=C2N1)C(=C)C1CCC1)F (2-(4-(1,3-dioxan-2-yl)-2-fluorophenyl)-5-(1-cyclobutylvinyl)-thiazolo[5,4-b]pyridine), [I-].C[S+](=O)(C)C (trimethylsulfoxonium iodide), CC(C)(C)[O-].[K+] (potassium 2-methylpropan-2-olate). Run in C1CCOC1 (THF), CS(=O)C (DMSO). Conditions: temperature 60 celsius, time 2.5 hour. The product is O1C(OCCC1)C1=CC(=C(C=C1)C=1SC2=NC(=CC=C2N1)C1(CC1)C1CCC1)F (2-(4-(1,3-dioxan-2-yl)-2-fluorophenyl)-5-(1-cyclobutyl-cyclopropyl)thiazolo[5,4-b]pyridine). Reaction SMILES: [O:1]1[CH2:6][CH2:5][CH2:4][O:3][CH:2]1[C:7]1[CH:12]=[CH:11][C:10]([C:13]2[S:14][C:15]3[C:20]([N:21]=2)=[CH:19][CH:18]=[C:17]([C:22]([CH:24]2[CH2:27][CH2:26][CH2:25]2)=[CH2:23])[N:16]=3)=[C:9]([F:28])[CH:8]=1.[I-].[CH3:30][S+](C)(C)=O.CC([O-])(C)C.[K+]>C1COCC1.CS(C)=O>[O:3]1[CH2:4][CH2:5][CH2:6][O:1][CH:2]1[C:7]1[CH:12]=[CH:11][C:10]([C:13]2[S:14][C:15]3[C:20]([N:21]=2)=[CH:19][CH:18]=[C:17]([C:22]2([CH:24]4[CH2:27][CH2:26][CH2:25]4)[CH2:30][CH2:23]2)[N:16]=3)=[C:9]([F:28])[CH:8]=1 |f:1.2,3.4|. Reported procedure: A solution of 2-(4-(1,3-dioxan-2-yl)-2-fluorophenyl)-5-(1-cyclobutylvinyl)-thiazolo[5,4-b]pyridine (167.1 mg, 0.421 mmol) in THF (8.0 mL) was added a solution of trimethylsulfoxonium iodide (557 mg, 2.53 mmol) and potassium 2-methylpropan-2-olate (284 mg, 2.53 mmol) in DMSO (4.80 mL) under argon, and the resulting solution was stirred at 60° C. for 2.5 h. The reaction mixture was then cooled to 25° C., THF was removed in vacuo, and the residual mixture was diluted with DCM (100 mL). The resultin... The reactants are C(C)(=O)OC(CC(C)=O)C=CC1=C(C=C(C=C1)Cl)Cl (6-(2,4-dichlorophenyl)-2-oxo-5-hexene-4-yl acetate), BrCC(=O)OCC (ethyl bromoacetate), cuprous bromide, [Cl-].C(C)[Al+]CC (diethylaluminum chloride). Reagents/catalysts: [Zn] (zinc). Run in C1CCOC1 (THF), C1CCOC1 (THF). Run at time 5 hour. Product: ClC1=C(C(=CC=C1)Cl)/C=C/C1CC(CC(O1)=O)(C)O ((E)-6-[2-(2,6-Dichlorophenyl)ethenyl]-3,4,5,6-tetrahydro-4-hydroxy-4-methyl-2H-pyran-2-one). The yield is 92.7%. As a reaction SMILES: [C:1]([O:4][CH:5]([CH:10]=[CH:11][C:12]1[CH:17]=[CH:16][C:15](Cl)=[CH:14][C:13]=1[Cl:19])[CH2:6][C:7](=[O:9])[CH3:8])(=[O:3])[CH3:2].BrCC(OCC)=O.[Cl-:27].C([Al+]CC)C>C1COCC1.[Zn]>[Cl:19][C:13]1[CH:14]=[CH:15][CH:16]=[C:17]([Cl:27])[C:12]=1/[CH:11]=[CH:10]/[CH:5]1[O:4][C:1](=[O:3])[CH2:2][C:7]([OH:9])([CH3:8])[CH2:6]1 |f:2.3|. Reported procedure: A solution of 6-(2,4-dichlorophenyl)-2-oxo-5-hexene-4-yl acetate (1.3 g, 4.3 mmole) and ethyl bromoacetate (0.47 ml, 4.2 mmole) in dry THF (10 ml) was added dropwise to a vigorously stirred slurry of activated zinc dust (490 mg, 7.5 mmole), cuprous bromide (29 mg, 0.2 mmole), diethylaluminum chloride (25% solution in toluene; 1.72 ml, 4.3 mmole) and dry THF (5 ml) under N2 at 20° C. Stirring was continued for 5 hours before quenching with pyridine (3.5 ml). After the addition of water (50 ml) th... Starting materials: C[O-].[Na+] (sodium methoxide), [Na] (sodium), Cl.NCC(CC1=CC=CC=C1)=O (1-amino-3-phenylpropan-2-one hydrochloride), [N+](=O)([O-])C=C(S(=O)C)SC (1-nitro-2-methylthio-2-methylsulphinylethylene). The solvent is CO (methanol), CO (methanol), CO (methanol). Run at time 25 minute. Yields the product CSC=1NC=C(C1[N+](=O)[O-])CC1=CC=CC=C1 (2-methylthio-3-nitro-4-benzylpyrrole). Isolated yield 28.3%. Reaction SMILES: C[O-].[Na+].[Na].Cl.[NH2:6][CH2:7][C:8](=O)[CH2:9][C:10]1[CH:15]=[CH:14][CH:13]=[CH:12][CH:11]=1.[N+:17]([CH:20]=[C:21](SC)[S:22]([CH3:24])=O)([O-:19])=[O:18]>CO>[CH3:24][S:22][C:21]1[NH:6][CH:7]=[C:8]([CH2:9][C:10]2[CH:15]=[CH:14][CH:13]=[CH:12][CH:11]=2)[C:20]=1[N+:17]([O-:19])=[O:18] |f:0.1,3.4,^1:3|. Procedure details: A solution of sodium methoxide (sodium (1.9 g, 0.084 mol) dissolved in methanol (100 ml) and a solution of 1-amino-3-phenylpropan-2-one hydrochloride (7.9 g, 0.042 mol) in methanol (100 ml) were simultaneously added dropwise, to a stirred solution of 1-nitro-2-methylthio-2-methylsulphinylethylene (7.7 g, 0.042 mol) in methanol. The temperature was maintained at about 60° during the addition, which took 25 minutes. The solvent was then removed in vacuo, and the residual dark red oil was chromatog... The reactants are C(C)(C)O (isopropanol), Cl.ClC1=C(C=NC=C1)F (4-chloro-3-fluoropyridine hydrochloride), CC1=CN(C2=CC=CC=C12)N (3-methyl-1H-indole-1-amine), C(=O)([O-])[O-].[Na+].[Na+] (Na2CO3). Solvent: O (water). Reaction conditions: temperature 90 celsius, time 4 hour. Product: FC=1C=NC=CC1NN1C=C(C2=CC=CC=C12)C (N-(3-Fluoro-4-pyridinyl)-3-methyl-1H-indol-1-amine). The yield is 63.7%. Reaction SMILES: C(O)(C)C.Cl.Cl[C:7]1[CH:12]=[CH:11][N:10]=[CH:9][C:8]=1[F:13].[CH3:14][C:15]1[C:23]2[C:18](=[CH:19][CH:20]=[CH:21][CH:22]=2)[N:17]([NH2:24])[CH:16]=1.C([O-])([O-])=O.[Na+].[Na+]>O>[F:13][C:8]1[CH:9]=[N:10][CH:11]=[CH:12][C:7]=1[NH:24][N:17]1[C:18]2[C:23](=[CH:22][CH:21]=[CH:20][CH:19]=2)[C:15]([CH3:14])=[CH:16]1 |f:1.2,4.5.6|. Procedure details: To 200 ml isopropanol was added 4-chloro-3-fluoropyridine hydrochloride (10 g) and 3-methyl-1H-indole-1-amine (5.9 g). The mixture was stirred at 90° C. for four hours, cooled; then poured into 500 ml iced-water, pH adjusted to 10 with Na2CO3 solution, then extracted with ethyl acetate. The organic layer was washed with water, then dried (saturated NaCl, anhydrous MgSO4). After filtering, the solvent was evaporated to an oil, which was eluted on a silica gel column with CH2Cl2 (DCM) then with et... Reactants: ClCC1=NN(C2=NC(=CC=C21)NCC2=CC=C(C=C2)OC)CC2=CC=C(C=C2)OC (3-(chloromethyl)-N,1-bis(4-methoxybenzyl)-1H-pyrazolo[3,4-b]pyridin-6-amine), ClCC1=NN(C2=NC(=CC=C21)NCC2=CC=C(C=C2)OC)CC2=CC=C(C=C2)OC (3-(chloromethyl)-N,1-bis(4-methoxybenzyl)-1H-pyrazolo[3,4-b]pyridin-6-amine), [Cl-].[NH4+] (ammonium chloride), ClC=1C=C(C#N)C=C(C1)OC1=C2C=NNC2=CC=C1Cl (3-chloro-5-[(5-chloro-1H-indazol-4-yl)oxy]benzonitrile), CC(C)([O-])C.[Li+] (lithium tert-butoxide). Run in CN(C)C=O (DMF), CN(C)C=O (DMF). Conditions: time 5 minute. The product is ClC=1C=C(C#N)C=C(C1)OC1=C2C=NN(C2=CC=C1Cl)CC1=NN(C2=NC(=CC=C21)NCC2=CC=C(C=C2)OC)CC2=CC=C(C=C2)OC (3-Chloro-5-{[5-chloro-1-({1-(4-methoxybenzyl)-6-[(4-methoxybenzyl)amino]-1H-pyrazolo[3,4-b]pyridin-3-yl}methyl)-1H-indazol-4-yl]oxy}benzonitrile). Reaction SMILES: [Cl:1][C:2]1[CH:3]=[C:4]([CH:7]=[C:8]([O:10][C:11]2[C:19]([Cl:20])=[CH:18][CH:17]=[C:16]3[C:12]=2[CH:13]=[N:14][NH:15]3)[CH:9]=1)[C:5]#[N:6].CC(C)([O-])C.[Li+].Cl[CH2:28][C:29]1[C:37]2[C:32](=[N:33][C:34]([NH:38][CH2:39][C:40]3[CH:45]=[CH:44][C:43]([O:46][CH3:47])=[CH:42][CH:41]=3)=[CH:35][CH:36]=2)[N:31]([CH2:48][C:49]2[CH:54]=[CH:53][C:52]([O:55][CH3:56])=[CH:51][CH:50]=2)[N:30]=1.[Cl-].[NH4+]>CN(C=O)C>[Cl:1][C:2]1[CH:3]=[C:4]([CH:7]=[C:8]([O:10][C:11]2[C:19]([Cl:20])=[CH:18][CH:17]=[C:16]3[C:12]=2[CH:13]=[N:14][N:15]3[CH2:28][C:29]2[C:37]3[C:32](=[N:33][C:34]([NH:38][CH2:39][C:40]4[CH:41]=[CH:42][C:43]([O:46][CH3:47])=[CH:44][CH:45]=4)=[CH:35][CH:36]=3)[N:31]([CH2:48][C:49]3[CH:50]=[CH:51][C:52]([O:55][CH3:56])=[CH:53][CH:54]=3)[N:30]=2)[CH:9]=1)[C:5]#[N:6] |f:1.2,4.5|. Procedure: 3-chloro-5-[(5-chloro-1H-indazol-4-yl)oxy]benzonitrile (0.677 g, 2.225 mmol) and lithium tert-butoxide (0.178 g, 2.225 mmol) were dissolved in DMF (5 μL) and allowed to stir for 5 minutes. To this mixture at 0° C. was added 3-(chloromethyl)-N,1-bis(4-methoxybenzyl)-1H-pyrazolo[3,4-b]pyridin-6-amine (Intermediate 2; 0.896 g, 2.119 mmol) as a solution in DMF (5 mL). The mixture was then allowed to warm to room temperature overnight, after which aqueous ammonium chloride (20 mL) was added and the m... Product: COC(C1=C(C=C(C(=C1)N)NC)F)=O (5-Amino-2-fluoro-4-methylamino-benzoic acid methyl ester). Yield: 88.3%. As a reaction SMILES: [CH3:1][O:2][C:3](=[O:16])[C:4]1[CH:9]=[C:8]([N+:10]([O-])=O)[C:7]([NH:13][CH3:14])=[CH:6][C:5]=1[F:15]>[Pd]>[CH3:1][O:2][C:3](=[O:16])[C:4]1[CH:9]=[C:8]([NH2:10])[C:7]([NH:13][CH3:14])=[CH:6][C:5]=1[F:15]. Reagents/catalysts: [Pd] (Pd/C). Reactants: COC(C1=C(C=C(C(=C1)[N+](=O)[O-])NC)F)=O (2-fluoro-4-methylamino-5-nitro-benzoic acid methyl ester). Reported procedure: 5-Amino-2-fluoro-4-methylamino-benzoic acid methyl ester (115 mg) was prepared by following General Procedure B starting from 2-fluoro-4-methylamino-5-nitro-benzoic acid methyl ester (150 mg) and Pd/C (10% by weight, 15 mg). The crude product was used in the next step without further purification. Starting materials: CC(C)C(C(=O)N1C(=O)OC(c2ccccc2)C1C)C(OS(=O)n1ccnc1)C1OC(C)(C)N(C(=O)OC(C)(C)C)C1CC1CCCCC1, CCCC[SnH](CCCC)CCCC, Cc1ccccc1. Product: CC(C)C(CC1OC(C)(C)N(C(=O)OC(C)(C)C)C1CC1CCCCC1)C(=O)N1C(=O)OC(c2ccccc2)C1C. Reaction SMILES: [C:1]([CH3:2])([CH3:3])([CH3:4])[O:5][C:6](=[O:7])[N:8]1[C:9]([CH3:48])([CH3:49])[O:10][CH:11]([CH:20]([CH:21]([C:22](=[O:23])[N:24]2[C:25](=[O:36])[O:26][CH:27]([c:30]3[cH:31][cH:32][cH:33][cH:34][cH:35]3)[CH:28]2[CH3:29])[CH:37]([CH3:38])[CH3:39])[O:40][S:41]([n:42]2[cH:43][cH:44][n:45][cH:46]2)=[O:47])[CH:12]1[CH2:13][CH:14]1[CH2:15][CH2:16][CH2:17][CH2:18][CH2:19]1.[CH2:50]([SnH:51]([CH2:52][CH2:53][CH2:54][CH3:55])[CH2:56][CH2:57][CH2:58][CH3:59])[CH2:60][CH2:61][CH3:62].[CH3:63][c:64]1[cH:65][cH:66][cH:67][cH:68][cH:69]1>>[C:1]([CH3:2])([CH3:3])([CH3:4])[O:5][C:6](=[O:7])[N:8]1[C:9]([CH3:48])([CH3:49])[O:10][CH:11]([CH2:20][CH:21]([C:22](=[O:23])[N:24]2[C:25](=[O:36])[O:26][CH:27]([c:30]3[cH:31][cH:32][cH:33][cH:34][cH:35]3)[CH:28]2[CH3:29])[CH:37]([CH3:38])[CH3:39])[CH:12]1[CH2:13][CH:14]1[CH2:15][CH2:16][CH2:17][CH2:18][CH2:19]1. The reactants are ClC1=NC=CC(=N1)\C=C(/O)\C=1C=C(C=CC1)NS(=O)(=O)C1=C(C=CC=C1F)F (N-{3-[(Z)-2-(2-chloro-4-pyrimidinyl)-1-hydroxyethenyl]phenyl}-2,6-difluorobenzenesulfonamide), C1CC(=O)N(C1=O)Br (NBS), ice water, NC(=S)N (Thiourea). The solvent is CC(=O)N(C)C (DMA). Run at time 30 minute. Yields the product NC=1SC(=C(N1)C=1C=C(C=CC1)NS(=O)(=O)C1=C(C=CC=C1F)F)C1=NC(=NC=C1)Cl (N-{3-[2-Amino-5-(2-chloro-4-pyrimidinyl)-1,3-thiazol-4-yl]phenyl}-2,6-difluorobenzenesulfonamide). Yield: 71.0%. Reaction SMILES: [Cl:1][C:2]1[N:7]=[C:6](/[CH:8]=[C:9](/[C:11]2[CH:12]=[C:13]([NH:17][S:18]([C:21]3[C:26]([F:27])=[CH:25][CH:24]=[CH:23][C:22]=3[F:28])(=[O:20])=[O:19])[CH:14]=[CH:15][CH:16]=2)\O)[CH:5]=[CH:4][N:3]=1.C1C(=O)N(Br)C(=O)C1.[NH2:37][C:38]([NH2:40])=[S:39]>CC(N(C)C)=O>[NH2:40][C:38]1[S:39][C:8]([C:6]2[CH:5]=[CH:4][N:3]=[C:2]([Cl:1])[N:7]=2)=[C:9]([C:11]2[CH:12]=[C:13]([NH:17][S:18]([C:21]3[C:26]([F:27])=[CH:25][CH:24]=[CH:23][C:22]=3[F:28])(=[O:20])=[O:19])[CH:14]=[CH:15][CH:16]=2)[N:37]=1. Procedure: To N-{3-[(Z)-2-(2-chloro-4-pyrimidinyl)-1-hydroxyethenyl]phenyl}-2,6-difluorobenzenesulfonamide (2.0 g, 4.72 mmol) in 40 mL of DMA was added NBS (0.88 g, 4.95 mmol). The mixture stirred at room temperature for 30 min. Thiourea (0.36 g, 4.72 mmol) as added and the mixture heated to 80° C. for 1 h. The mixture was poured into 300 mL of ice water and the product was collected by filtration. The crude product was then purified by flash chromatography to give the title compound of Step A (1.61 g, 3.3... Starting materials: C1CCOC1, NC(=O)C1CSCN1C(=O)CCl, O=C(OC(=O)C(F)(F)F)C(F)(F)F, O. Yields the product N#CC1CSCN1C(=O)CCl. Reaction SMILES: [CH2:26]1[O:27][CH2:28][CH2:29][CH2:30]1.[Cl:1][CH2:2][C:3](=[O:4])[N:5]1[CH2:6][S:7][CH2:8][CH:9]1[C:10](=[O:11])[NH2:12].[F:13][C:14]([F:15])([F:16])[C:17]([O:18][C:19](=[O:20])[C:21]([F:22])([F:23])[F:24])=[O:25].[OH2:31]>>[Cl:1][CH2:2][C:3](=[O:4])[N:5]1[CH2:6][S:7][CH2:8][CH:9]1[C:10]#[N:12].